This data is from the Open Reaction Database (ORD), a public repository of structured organic reaction records. The task is: describe an organic reaction: reactants, conditions, products, and yield Reactants: C[O-].[Na+].CO (sodium methoxide methanol), CO (methanol), C(C)(=O)OC1=CC(=C(C=C1)C(NC1=C(C=CC(=C1)C1=CC=CC=C1)C(=O)OC)=O)OC(C)=O (4-(2-(methoxycarbonyl)-5-phenylphenylcarbamoyl)-1,3-phenylene diacetate), Cl (hydrochloric acid). Run in C(C)(=O)OCC (ethyl acetate). Reaction conditions: time 1 hour. The product is OC1=C(C(=O)NC2=C(C(=O)OC)C=CC(=C2)C2=CC=CC=C2)C=CC(=C1)O (methyl 2-(2,4-dihydroxybenzamido)-4-phenylbenzoate). The yield is 95.3%. RXN SMILES: C[O-].[Na+].CO.CO.C([O:11][C:12]1[CH:17]=[CH:16][C:15]([C:18](=[O:36])[NH:19][C:20]2[CH:25]=[C:24]([C:26]3[CH:31]=[CH:30][CH:29]=[CH:28][CH:27]=3)[CH:23]=[CH:22][C:21]=2[C:32]([O:34][CH3:35])=[O:33])=[C:14]([O:37]C(=O)C)[CH:13]=1)(=O)C.Cl>C(OCC)(=O)C>[OH:37][C:14]1[CH:13]=[C:12]([OH:11])[CH:17]=[CH:16][C:15]=1[C:18]([NH:19][C:20]1[CH:25]=[C:24]([C:26]2[CH:31]=[CH:30][CH:29]=[CH:28][CH:27]=2)[CH:23]=[CH:22][C:21]=1[C:32]([O:34][CH3:35])=[O:33])=[O:36] |f:0.1.2|. Reported procedure: Under ice-cooling, a 28% sodium methoxide-methanol solution (0.34 g) was added to a methanol (3.1 mL) suspension of 4-(2-(methoxycarbonyl)-5-phenylphenylcarbamoyl)-1,3-phenylene diacetate (0.31 g), followed by stirring at room temperature for 1 hour. The reaction mixture was added to 0.5 mol/L hydrochloric acid (20 mL) under ice-cooling, and then ethyl acetate was added thereto. The organic layer was separated, washed with water and a saturated aqueous solution of sodium chloride sequentially, a... The reactants are CCOC(=O)c1nn(CCO)c(CC)c1Sc1cc(Cl)cc(Cl)c1, C1CCOC1, O. Product: CCc1c(Sc2cc(Cl)cc(Cl)c2)c(CO)nn1CCO. RXN SMILES: [Cl:1][c:2]1[cH:3][c:4]([S:9][c:10]2[c:11]([C:20](=[O:21])[O:22][CH2:23][CH3:24])[n:12][n:13]([CH2:17][CH2:18][OH:19])[c:14]2[CH2:15][CH3:16])[cH:5][c:6]([Cl:8])[cH:7]1.[O:26]1[CH2:27][CH2:28][CH2:29][CH2:30]1.[OH2:25]>>[Cl:1][c:2]1[cH:3][c:4]([S:9][c:10]2[c:11]([CH2:20][OH:21])[n:12][n:13]([CH2:17][CH2:18][OH:19])[c:14]2[CH2:15][CH3:16])[cH:5][c:6]([Cl:8])[cH:7]1.